Dataset: the Open Reaction Database (ORD), a public repository of structured organic reaction records. Task: describe an organic reaction: reactants, conditions, products, and yield The reactants are CCOc1nc(N(Cc2ccc(OC)cc2)Cc2ccc(OC)cc2)ccc1C(F)(F)F, CCOC(C)=O, O=C(O)C(F)(F)F, [Na+], O=C([O-])O. Product: CCOc1nc(N)ccc1C(F)(F)F. RXN SMILES: [CH3:1][O:2][c:3]1[cH:4][cH:5][c:6]([CH2:7][N:8]([CH2:9][c:10]2[cH:11][cH:12][c:13]([O:14][CH3:15])[cH:16][cH:17]2)[c:18]2[n:19][c:20]([O:28][CH2:29][CH3:30])[c:21]([C:24]([F:25])([F:26])[F:27])[cH:22][cH:23]2)[cH:31][cH:32]1.[CH3:45][CH2:46][O:47][C:48]([CH3:49])=[O:50].[F:33][C:34]([F:35])([F:36])[C:37]([OH:38])=[O:39].[Na+:44].[O-:40][C:41]([OH:42])=[O:43]>>[NH2:8][c:18]1[n:19][c:20]([O:28][CH2:29][CH3:30])[c:21]([C:24]([F:25])([F:26])[F:27])[cH:22][cH:23]1. Starting materials: CC(=O)O[BH-](OC(C)=O)OC(C)=O, CC(=O)O, CCc1nc2c(cnn2CC)c(NC2CCOCC2)c1CNC(=O)c1cccc(C(=O)NCc2cccc(-c3cccc(C=O)c3)c2C)c1, ClCCCl, CC(C)(C)OC(=O)N1CCNCC1, [Na+]. The product is CCc1nc2c(cnn2CC)c(NC2CCOCC2)c1CNC(=O)c1cccc(C(=O)NCc2cccc(-c3cccc(CN4CCNCC4)c3)c2C)c1. RXN SMILES: [C:63]([O:64][BH-:65]([O:66][C:67](=[O:68])[CH3:69])[O:70][C:71](=[O:72])[CH3:73])(=[O:74])[CH3:75].[C:77]([OH:78])(=[O:79])[CH3:80].[CH2:1]([CH3:2])[n:3]1[n:4][cH:5][c:6]2[c:7]1[n:8][c:9]([CH2:48][CH3:49])[c:10]([CH2:19][NH:20][C:21](=[O:22])[c:23]1[cH:24][c:25]([C:29](=[O:30])[NH:31][CH2:32][c:33]3[c:34]([CH3:47])[c:35](-[c:39]4[cH:40][c:41]([CH:45]=[O:46])[cH:42][cH:43][cH:44]4)[cH:36][cH:37][cH:38]3)[cH:26][cH:27][cH:28]1)[c:11]2[NH:12][CH:13]1[CH2:14][CH2:15][O:16][CH2:17][CH2:18]1.[Cl:81][CH2:82][CH2:83][Cl:84].[N:50]1([C:56]([O:57][C:58]([CH3:59])([CH3:60])[CH3:61])=[O:62])[CH2:51][CH2:52][NH:53][CH2:54][CH2:55]1.[Na+:76]>>[CH2:1]([CH3:2])[n:3]1[n:4][cH:5][c:6]2[c:7]1[n:8][c:9]([CH2:48][CH3:49])[c:10]([CH2:19][NH:20][C:21](=[O:22])[c:23]1[cH:24][c:25]([C:29](=[O:30])[NH:31][CH2:32][c:33]3[c:34]([CH3:47])[c:35](-[c:39]4[cH:40][c:41]([CH2:56][N:50]5[CH2:51][CH2:52][NH:53][CH2:54][CH2:55]5)[cH:42][cH:43][cH:44]4)[cH:36][cH:37][cH:38]3)[cH:26][cH:27][cH:28]1)[c:11]2[NH:12][CH:13]1[CH2:14][CH2:15][O:16][CH2:17][CH2:18]1. The reactants are C1(CCC1)NS(=O)(=O)C=1C=C2C(CC(NC2=CC1)C1=CC(=CC(=C1)F)Br)(C)C (2-(3-bromo-5-fluoro-phenyl)-4,4-dimethyl-1,2,3,4-tetrahydro-quinoline-6-sulfonic acid cyclobutylamide), NC(C(=O)O)(C)C (2-amino-2-methyl-propionic acid), C([O-])([O-])=O.[K+].[K+] (potassium carbonate). The reagents and catalysts are [Cu]I (copper(I) iodide). Run in CS(=O)C (dimethyl sulfoxide). The product is C1(CCC1)NS(=O)(=O)C=1C=C2C(CC(NC2=CC1)C=1C=C(C=C(C1)F)NC(C(=O)O)(C)C)(C)C (2-[3-(6-cyclobutylsulfamoyl-4,4-dimethyl-1,2,3,4-tetrahydro-quinolin-2-yl)-5-fluoro-phenylamino]-2-methyl-propionic acid). Isolated yield 50.9%. RXN SMILES: [CH:1]1([NH:5][S:6]([C:9]2[CH:10]=[C:11]3[C:16](=[CH:17][CH:18]=2)[NH:15][CH:14]([C:19]2[CH:24]=[C:23]([F:25])[CH:22]=[C:21](Br)[CH:20]=2)[CH2:13][C:12]3([CH3:28])[CH3:27])(=[O:8])=[O:7])[CH2:4][CH2:3][CH2:2]1.[NH2:29][C:30]([CH3:35])([CH3:34])[C:31]([OH:33])=[O:32].C(=O)([O-])[O-].[K+].[K+]>CS(C)=O.[Cu]I>[CH:1]1([NH:5][S:6]([C:9]2[CH:10]=[C:11]3[C:16](=[CH:17][CH:18]=2)[NH:15][CH:14]([C:19]2[CH:20]=[C:21]([NH:29][C:30]([CH3:35])([CH3:34])[C:31]([OH:33])=[O:32])[CH:22]=[C:23]([F:25])[CH:24]=2)[CH2:13][C:12]3([CH3:28])[CH3:27])(=[O:8])=[O:7])[CH2:4][CH2:3][CH2:2]1 |f:2.3.4|. Procedure details: A mixture solution of 2-(3-bromo-5-fluoro-phenyl)-4,4-dimethyl-1,2,3,4-tetrahydro-quinoline-6-sulfonic acid cyclobutylamide (150 mg, 0.32 mmol), copper(I) iodide (20 mg, 0.1 mmol), 2-amino-2-methyl-propionic acid (135 mg, 1.3 mmol) and potassium carbonate (140 mg, 1.0 mmol) in dimethyl sulfoxide (2.0 mL) was stirred at 120° C. for 16 h. Then the reaction mixture was cooled to room temperature and extracted with ethyl acetate (70 mL×2), washed with water (30 mL×3) and saturated aqueous ammonium c... Reactants: BrC1=CC=CC=C1 (bromobenzene), NC=1C=C2[C@@H]3[C@H](CN4C2=C(C1)CC4)CN(C3)C(=O)OC(C)(C)C ((±)-cis tert-butyl 2-amino-4,5,7a,8,10,10a-hexahydrodipyrrolo[3,4-c:3′,2′,1′-ij]quinoline-9(7H)-carboxylate), (±)-cis-N-phenyl-4,5,7,7a,8,9,10,10a-octahydrodipyrrolo[3,4-c:3′,2′,1′-ij]quinolin-2-amine, bis-trifluoroacetic acid salt. Yields the product C1(=CC=CC=C1)NC=1C=C2[C@@H]3[C@H](CN4C2=C(C1)CC4)CNC3 ((±)-cis-N-phenyl-4,5,7,7a,8,9,10,10a-octahydrodipyrrolo[3,4-c:3′,2′,1′-ij]quinolin-2-amine). RXN SMILES: Br[C:2]1[CH:7]=[CH:6][CH:5]=[CH:4][CH:3]=1.[NH2:8][C:9]1[CH:10]=[C:11]2[C:16]3=[C:17]([CH2:19][CH2:20][N:15]3[CH2:14][C@@H:13]3[CH2:21][N:22](C(OC(C)(C)C)=O)[CH2:23][C@H:12]23)[CH:18]=1>>[C:2]1([NH:8][C:9]2[CH:10]=[C:11]3[C:16]4=[C:17]([CH2:19][CH2:20][N:15]4[CH2:14][C@@H:13]4[CH2:21][NH:22][CH2:23][C@H:12]34)[CH:18]=2)[CH:7]=[CH:6][CH:5]=[CH:4][CH:3]=1. Procedure details: Using bromobenzene and following the procedures described in EXAMPLE 17, Parts B and C, (±)-cis tert-butyl 2-amino-4,5,7a,8,10,10a-hexahydrodipyrrolo[3,4-c:3′,2′,1′-ij]quinoline-9(7H)-carboxylate was converted into (±)-cis-N-phenyl-4,5,7,7a,8,9,10,10a-octahydrodipyrrolo[3,4-c:3′,2′,1′-ij]quinolin-2-amine, bis-trifluoroacetic acid salt, after HPLC purification (C18 reverse phase column, elution with a H2O/CH3CN gradient with 0.5% TFA). This material was free-based with aq ammonium hydroxide, extr... Starting materials: BrC1=CN(C=2N=CN=C(C21)N)C (5-bromo-7-methyl-7H-pyrrolo[2,3-d]pyrimidin-4-amine), ClC1=C2CCN(C2=CC=C1B1OC(C(O1)(C)C)(C)C)C(=O)OC(C)(C)C (1,1-dimethylethyl 4-chloro-5-(4,4,5,5-tetramethyl-1,3,2-dioxaborolan-2-yl)-2,3-dihydro-1H-indole-1-carboxylate), P(=O)([O-])([O-])[O-].[K+].[K+].[K+] (Potassium Phosphate), (t-Bu)3PHBF4. The reagents and catalysts are C=1C=CC(=CC1)/C=C/C(=O)/C=C/C2=CC=CC=C2.C=1C=CC(=CC1)/C=C/C(=O)/C=C/C2=CC=CC=C2.C=1C=CC(=CC1)/C=C/C(=O)/C=C/C2=CC=CC=C2.[Pd].[Pd] (Pd2(dba)3). The solvent is O1CCOCC1 (1,4-Dioxane), O (Water), O (water). Conditions: temperature 100 celsius. Yields the product NC=1C2=C(N=CN1)N(C=C2C=2C(=C1CCN(C1=CC2)C(=O)OC(C)(C)C)Cl)C (1,1-dimethylethyl 5-(4-amino-7-methyl-7H-pyrrolo[2,3-d]pyrimidin-5-yl)-4-chloro-2,3-dihydro-1H-indole-1-carboxylate). Isolated yield 79.7%. Reaction SMILES: Br[C:2]1[C:10]2[C:9]([NH2:11])=[N:8][CH:7]=[N:6][C:5]=2[N:4]([CH3:12])[CH:3]=1.[Cl:13][C:14]1[C:22](B2OC(C)(C)C(C)(C)O2)=[CH:21][CH:20]=[C:19]2[C:15]=1[CH2:16][CH2:17][N:18]2[C:32]([O:34][C:35]([CH3:38])([CH3:37])[CH3:36])=[O:33].P([O-])([O-])([O-])=O.[K+].[K+].[K+]>O1CCOCC1.O.C1C=CC(/C=C/C(/C=C/C2C=CC=CC=2)=O)=CC=1.C1C=CC(/C=C/C(/C=C/C2C=CC=CC=2)=O)=CC=1.C1C=CC(/C=C/C(/C=C/C2C=CC=CC=2)=O)=CC=1.[Pd].[Pd]>[NH2:11][C:9]1[C:10]2[C:2]([C:22]3[C:14]([Cl:13])=[C:15]4[C:19](=[CH:20][CH:21]=3)[N:18]([C:32]([O:34][C:35]([CH3:37])([CH3:36])[CH3:38])=[O:33])[CH2:17][CH2:16]4)=[CH:3][N:4]([CH3:12])[C:5]=2[N:6]=[CH:7][N:8]=1 |f:2.3.4.5,8.9.10.11.12|. Procedure details: A mixture of 5-bromo-7-methyl-7H-pyrrolo[2,3-d]pyrimidin-4-amine (510 mg, 2.246 mmol), 1,1-dimethylethyl 4-chloro-5-(4,4,5,5-tetramethyl-1,3,2-dioxaborolan-2-yl)-2,3-dihydro-1H-indole-1-carboxylate (853 mg, 2.246 mmol), Pd2(dba)3 (103 mg, 0.112 mmol) and Potassium Phosphate (K3PO4) (954 mg, 4.49 mmol) and (t-Bu)3PHBF4 (6.52 mg, 0.022 mmol) in 1,4-Dioxane (10 mL) and Water (3.3 mL) in a sealed tube was heated at 100° C. on a stirrer hot plate. At this time, LCMS analysis indicated good conversion... Starting materials: [Br-], Cc1cccc[n+]1CCCCCC(=O)O, CCN(CC)c1ccc2cc(C=O)c(=O)oc2c1, CCO, Cc1ccccc1. Product: [Br-], CCN(CC)c1ccc2cc(C=Cc3cccc[n+]3CCCCCC(=O)O)c(=O)oc2c1. As a reaction SMILES: [Br-:19].[C:20](=[O:21])([OH:22])[CH2:23][CH2:24][CH2:25][CH2:26][CH2:27][n+:28]1[c:29]([CH3:34])[cH:30][cH:31][cH:32][cH:33]1.[CH2:1]([CH3:2])[N:3]([c:4]1[cH:5][cH:6][c:7]2[cH:8][c:9]([CH:15]=[O:16])[c:10](=[O:14])[o:11][c:12]2[cH:13]1)[CH2:17][CH3:18].[CH2:42]([OH:43])[CH3:44].[c:35]1([CH3:36])[cH:37][cH:38][cH:39][cH:40][cH:41]1>>[Br-:19].[CH2:1]([CH3:2])[N:3]([c:4]1[cH:5][cH:6][c:7]2[cH:8][c:9]([CH:15]=[CH:34][c:29]3[n+:28]([CH2:27][CH2:26][CH2:25][CH2:24][CH2:23][C:20](=[O:21])[OH:22])[cH:33][cH:32][cH:31][cH:30]3)[c:10](=[O:14])[o:11][c:12]2[cH:13]1)[CH2:17][CH3:18]. Starting materials: CCOC(=O)c1[se]c(C(C)(C)C)cc1N=NN(C)C, CO, Cl, [Na+], [OH-], O. Product: CN(C)N=Nc1cc(C(C)(C)C)[se]c1C(=O)O. RXN SMILES: [CH3:1][N:2]([CH3:3])[N:4]=[N:5][c:6]1[c:7]([C:15](=[O:16])[O:17][CH2:18][CH3:19])[se:8][c:9]([C:11]([CH3:12])([CH3:13])[CH3:14])[cH:10]1.[CH3:23][OH:24].[ClH:22].[Na+:21].[OH-:20].[OH2:25]>>[CH3:1][N:2]([CH3:3])[N:4]=[N:5][c:6]1[c:7]([C:15](=[O:16])[OH:17])[se:8][c:9]([C:11]([CH3:12])([CH3:13])[CH3:14])[cH:10]1.